The task is: describe an organic reaction: reactants, conditions, products, and yield. This data is from the Open Reaction Database (ORD), a public repository of structured organic reaction records. Starting materials: C(C1=CC=CC=C1)=C1C[C@H](N(C1)C(=O)OC(C)(C)C)C(=O)O ((2S,4EZ)-4-benzylidene-1-(tert-butoxycarbonyl)-2-pyrrolidinecarboxylic acid), C1(=CC=C(C=C1)C(=O)Cl)C1=CC=CC=C1 ([1,1′-biphenyl]-4-carbonyl chloride), C(C)N(CCN)CC (N1,N1-diethyl-1,2-ethanediamine). Product: C(C1=CC=CC=C1)=C1C[C@H](N(C1)C(=O)C1=CC=C(C=C1)C1=CC=CC=C1)C(=O)NCCN(CC)CC ((2S,4EZ)-4-benzylidene-1-([1,1′-biphenyl]-4-ylcarbonyl)-N-[2-(diethylamino)-ethyl]-2-pyrrolidinecarboxamide). Reaction SMILES: [CH:1](=[C:8]1[CH2:12][N:11]([C:13]([O:15]C(C)(C)C)=O)[C@H:10]([C:20]([OH:22])=O)[CH2:9]1)[C:2]1[CH:7]=[CH:6][CH:5]=[CH:4][CH:3]=1.[C:23]1([C:32]2[CH:37]=[CH:36][CH:35]=[CH:34][CH:33]=2)[CH:28]=[CH:27][C:26](C(Cl)=O)=[CH:25][CH:24]=1.[CH2:38]([N:40]([CH2:44][CH3:45])[CH2:41][CH2:42][NH2:43])[CH3:39]>>[CH:1](=[C:8]1[CH2:12][N:11]([C:13]([C:35]2[CH:34]=[CH:33][C:32]([C:23]3[CH:24]=[CH:25][CH:26]=[CH:27][CH:28]=3)=[CH:37][CH:36]=2)=[O:15])[C@H:10]([C:20]([NH:43][CH2:42][CH2:41][N:40]([CH2:44][CH3:45])[CH2:38][CH3:39])=[O:22])[CH2:9]1)[C:2]1[CH:3]=[CH:4][CH:5]=[CH:6][CH:7]=1. Procedure: Following the general method as outlined in Example 22, starting from (2S,4EZ)-4-benzylidene-1-(tert-butoxycarbonyl)-2-pyrrolidinecarboxylic acid, [1,1′-biphenyl]-4-carbonyl chloride, and N1,N1-diethyl-1,2-ethanediamine the title compound was obtained in 90% purity by LC/MS. MS(ESI+): m/z=482.4.